From a dataset of the Open Reaction Database (ORD), a public repository of structured organic reaction records. describe an organic reaction: reactants, conditions, products, and yield The reactants are C1CCNC1, C1COCCO1, C=CS(=O)(=O)N1CCN(c2nc(N3CCOCC3)nc(-n3c(C(F)F)nc4c(OC)cccc43)n2)CC1. Yields the product COc1cccc2c1nc(C(F)F)n2-c1nc(N2CCOCC2)nc(N2CCN(S(=O)(=O)CCN3CCCC3)CC2)n1. RXN SMILES: [CH2:38]1[CH2:39][CH2:40][NH:41][CH2:42]1.[CH2:43]1[O:44][CH2:45][CH2:46][O:47][CH2:48]1.[F:1][CH:2]([c:3]1[n:4][c:5]2[c:6]([n:7]1-[c:8]1[n:9][c:10]([N:20]3[CH2:21][CH2:22][N:23]([S:26](=[O:27])(=[O:28])[CH:29]=[CH2:30])[CH2:24][CH2:25]3)[n:11][c:12]([N:14]3[CH2:15][CH2:16][O:17][CH2:18][CH2:19]3)[n:13]1)[cH:31][cH:32][cH:33][c:34]2[O:35][CH3:36])[F:37]>>[F:1][CH:2]([c:3]1[n:4][c:5]2[c:6]([n:7]1-[c:8]1[n:9][c:10]([N:20]3[CH2:21][CH2:22][N:23]([S:26](=[O:27])(=[O:28])[CH2:29][CH2:30][N:41]4[CH2:40][CH2:39][CH2:38][CH2:42]4)[CH2:24][CH2:25]3)[n:11][c:12]([N:14]3[CH2:15][CH2:16][O:17][CH2:18][CH2:19]3)[n:13]1)[cH:31][cH:32][cH:33][c:34]2[O:35][CH3:36])[F:37]. Reactants: N[C@H](CO)CC1=CC=CC=C1 ((S)-(-)-2-amino-3-phenyl-1-propanol), C1=2C(=O)OC(NC1=CC=CC2)=O (isatoic anhydride). Product: NC1=C(C(=O)N[C@H](CO)CC2=CC=CC=C2)C=CC=C1 ((S)-2-Amino-N-(3-phenylpropan-1-ol-2yl)benzamide). As a reaction SMILES: [NH2:1][C@@H:2]([CH2:5][C:6]1[CH:11]=[CH:10][CH:9]=[CH:8][CH:7]=1)[CH2:3][OH:4].[C:12]12[C:18](=[CH:19][CH:20]=[CH:21][CH:22]=1)[NH:17]C(=O)O[C:13]2=[O:14]>>[NH2:17][C:18]1[CH:19]=[CH:20][CH:21]=[CH:22][C:12]=1[C:13]([NH:1][C@@H:2]([CH2:5][C:6]1[CH:11]=[CH:10][CH:9]=[CH:8][CH:7]=1)[CH2:3][OH:4])=[O:14]. Reported procedure: The product was prepared by the method of procedure 1a from 5 g (S)-(-)-2-amino-3-phenyl-1-propanol and isatoic anhydride. 3.6 g of the product were obtained. Reactants: COC=1C=C(C(=O)O)C=CC1 (3-methoxybenzoic acid), CC(C)O (2-propanol), N,N'-carbonyldiimidazole, NC1=NC2=NC(=CC=C2C=C1)Cl (2-amino-7-chloro-1,8-naphthyridine). The solvent is O (water). Reaction conditions: temperature 4 celsius. Product: ClC1=CC=C2C=CC(=NC2=N1)NC(C1=CC(=CC=C1)OC)=O (N-(7-chloro-1,8-naphthyridin-2-yl)-3-methoxybenzamide). The yield is 72.0%. As a reaction SMILES: [CH3:1][O:2][C:3]1[CH:4]=[C:5]([CH:9]=[CH:10][CH:11]=1)[C:6]([OH:8])=O.[NH2:12][C:13]1[CH:22]=[CH:21][C:20]2[C:15](=[N:16][C:17]([Cl:23])=[CH:18][CH:19]=2)[N:14]=1.CC(O)C>O>[Cl:23][C:17]1[N:16]=[C:15]2[C:20]([CH:21]=[CH:22][C:13]([NH:12][C:6](=[O:8])[C:5]3[CH:9]=[CH:10][CH:11]=[C:3]([O:2][CH3:1])[CH:4]=3)=[N:14]2)=[CH:19][CH:18]=1. Procedure: The procedure is similar to that described in Example 1, but starting with 3-methoxybenzoic acid (12.17 g), N,N'-carbonyldiimidazole (12.9 g) and 2-amino-7-chloro-1,8-naphthyridine (8.9 g). The product produced by precipitation in water (15.5 g; m.p. 176° C.) is dissolved in boiling 2-propanol (500 cc). After 2 hours' cooling at 4° C., the crystallised solid is separated by filtration, washed with 2-propanol (3×25 cc) and dried at 40° C. under reduced pressure (0.067 kPa). N-(7-chloro-1,8-naphth... The reactants are ClC1=CC(=C(OC2=CC=C(N)C=C2)C=C1)C1CCCCC1 (4-(4-chloro-2-cyclohexylphenoxy)aniline), CN(C)C=O (DMF), BrCC(=O)C1=CC=C(C=C1)OCCCN(CC)CC (2-bromo-1-{4-[3-(diethylamino)propoxy]phenyl}ethanone). Run in O (H2O), CCOC(=O)C (EtOAc). Yields the product C(CCC)C=1N(C=C(N1)C1=CC=C(OCCCN(CC)CC)C=C1)C1=CC=C(C=C1)OC1=C(C=C(C=C1)Cl)C1CCCCC1 ([3-(4-{2-butyl-1-[4-(4-chloro-2-cyclohexyl-phenoxy)-phenyl]-1H-imidazol-4-yl}-phenoxy)-propyl]-diethyl-amine). As a reaction SMILES: [Cl:1][C:2]1[CH:15]=[CH:14][C:5]([O:6][C:7]2[CH:13]=[CH:12][C:10]([NH2:11])=[CH:9][CH:8]=2)=[C:4]([CH:16]2[CH2:21][CH2:20][CH2:19][CH2:18][CH2:17]2)[CH:3]=1.C[N:23]([CH:25]=O)C.Br[CH2:28][C:29]([C:31]1[CH:36]=[CH:35][C:34]([O:37][CH2:38][CH2:39][CH2:40][N:41]([CH2:44][CH3:45])[CH2:42][CH3:43])=[CH:33][CH:32]=1)=O>O.CCOC(C)=O>[CH2:15]([C:25]1[N:11]([C:10]2[CH:12]=[CH:13][C:7]([O:6][C:5]3[CH:14]=[CH:15][C:2]([Cl:1])=[CH:3][C:4]=3[CH:16]3[CH2:21][CH2:20][CH2:19][CH2:18][CH2:17]3)=[CH:8][CH:9]=2)[CH:28]=[C:29]([C:31]2[CH:36]=[CH:35][C:34]([O:37][CH2:38][CH2:39][CH2:40][N:41]([CH2:44][CH3:45])[CH2:42][CH3:43])=[CH:33][CH:32]=2)[N:23]=1)[CH2:2][CH2:3][CH3:4]. Procedure details: To a stirred solution of 4-(4-chloro-2-cyclohexylphenoxy)aniline (1.2 eq., 2.5 mmol) in anhydrous DMF (5 mL) DIEA (3 eq. 6 mmol) was added, followed by slow addition of the 2-bromo-1-{4-[3-(diethylamino)propoxy]phenyl}ethanone described above (2.4 mmol), according to General Procedure R2. The reaction mixture was stirred under nitrogen at rt until completion, as indicated by TLC or HPLC. The reaction mixture was then diluted with cold H2O and the product was isolated in EtOAc. The combined organ... Starting materials: CN(C)S(=O)(=O)Cl, CCN(C(C)C)C(C)C, O=C(O)C(F)(F)F, CS(=O)(=O)c1ccc(N2CCc3c(OC4CCNCC4)ncnc32)c(F)c1. Yields the product CN(C)S(=O)(=O)N1CCC(Oc2ncnc3c2CCN3c2ccc(S(C)(=O)=O)cc2F)CC1. RXN SMILES: [CH3:44][N:45]([S:46](=[O:47])(=[O:48])[Cl:49])[CH3:50].[CH:35]([N:36]([CH:37]([CH3:38])[CH3:39])[CH2:40][CH3:41])([CH3:42])[CH3:43].[F:1][C:2]([F:3])([F:4])[C:5]([OH:6])=[O:7].[F:8][c:9]1[c:10]([N:19]2[CH2:20][CH2:21][c:22]3[c:23]2[n:24][cH:25][n:26][c:27]3[O:28][CH:29]2[CH2:30][CH2:31][NH:32][CH2:33][CH2:34]2)[cH:11][cH:12][c:13]([S:15](=[O:16])(=[O:17])[CH3:18])[cH:14]1>>[F:8][c:9]1[c:10]([N:19]2[CH2:20][CH2:21][c:22]3[c:23]2[n:24][cH:25][n:26][c:27]3[O:28][CH:29]2[CH2:30][CH2:31][N:32]([S:46]([N:45]([CH3:44])[CH3:50])(=[O:47])=[O:48])[CH2:33][CH2:34]2)[cH:11][cH:12][c:13]([S:15](=[O:16])(=[O:17])[CH3:18])[cH:14]1. Reactants: ClC1=C(C=CC=C1)C=COC (1-(2-chlorophenyl)-2-methoxyethylene), [N+](=O)([O-])C1=CC=C(CO)O1 (5-nitrofurfurol). Reagents/catalysts: C(C)OCC.FB(F)F (diethyl ether trifluoroborane). Solvent: C1=CC=CC=C1 (benzene). Run at time 1 hour. Product: ClC1=C(C=CC=C1)C(C=O)=CC=1OC(=CC1)[N+](=O)[O-] (2-(2-chlorophenyl)-3-(5-nitro-2-furyl)acrolein). Reaction SMILES: [Cl:1][C:2]1[CH:7]=[CH:6][CH:5]=[CH:4][C:3]=1[CH:8]=[CH:9][O:10]C.[N+:12]([C:15]1[O:21][C:18]([CH2:19]O)=[CH:17][CH:16]=1)([O-:14])=[O:13]>C1C=CC=CC=1.C(OCC)C.FB(F)F>[Cl:1][C:2]1[CH:7]=[CH:6][CH:5]=[CH:4][C:3]=1[C:8](=[CH:19][C:18]1[O:21][C:15]([N+:12]([O-:14])=[O:13])=[CH:16][CH:17]=1)[CH:9]=[O:10] |f:3.4|. Reported procedure: 4.0 g of 1-(2-chlorophenyl)-2-methoxyethylene are added dropwise within 20 minutes to 9.55 g of 5-nitrofurfurol in 12 cc of dry benzene at room temperature after the addition of one drop of diethyl ether/trifluoroborane. The mixture is stirred at 35°-40° for 1 hour and is then successively washed with a 5% aqueous sodium acetate solution and water, the benzene solution is dried over magnesium sulphate and concentrated by evaporation. The residue is taken up in 3 cc of concentrated hydrochloric a... The reactants are FC1=C(C=C(C=C1)C(=N[S@](=O)C(C)(C)C)C1=CC(=CC(=C1)OC(C(F)F)(F)F)F)OC ((R)-N-((4-fluoro-3-methoxyphenyl)(3-fluoro-5-(1,1,2,2-tetrafluoroethoxy)phenyl)methylene)-2-methylpropane-2-sulfinamide), B(F)(F)F.CCOCC (BF3.Et2O), C(C1=CC=CC=C1)[Mg]Cl (BnMgCl). Run in C(Cl)Cl (CH2Cl2). Reaction conditions: time 10 minute. Product: FC1=C(C=C(C=C1)C(CC1=CC=CC=C1)(C1=CC(=CC(=C1)OC(C(F)F)(F)F)F)N[S@](=O)C(C)(C)C)OC ((R)-N-(1-(4-fluoro-3-methoxyphenyl)-1-(3-fluoro-5-(1,1,2,2-tetrafluoroethoxy)phenyl)-2-phenylethyl)-2-methylpropane-2-sulfinamide). RXN SMILES: [F:1][C:2]1[CH:7]=[CH:6][C:5]([C:8]([C:16]2[CH:21]=[C:20]([O:22][C:23]([F:28])([F:27])[CH:24]([F:26])[F:25])[CH:19]=[C:18]([F:29])[CH:17]=2)=[N:9][S@@:10]([C:12]([CH3:15])([CH3:14])[CH3:13])=[O:11])=[CH:4][C:3]=1[O:30][CH3:31].B(F)(F)F.CCOCC.[CH2:41]([Mg]Cl)[C:42]1[CH:47]=[CH:46][CH:45]=[CH:44][CH:43]=1>C(Cl)Cl>[F:1][C:2]1[CH:7]=[CH:6][C:5]([C:8]([NH:9][S@@:10]([C:12]([CH3:13])([CH3:14])[CH3:15])=[O:11])([C:16]2[CH:21]=[C:20]([O:22][C:23]([F:28])([F:27])[CH:24]([F:26])[F:25])[CH:19]=[C:18]([F:29])[CH:17]=2)[CH2:41][C:42]2[CH:47]=[CH:46][CH:45]=[CH:44][CH:43]=2)=[CH:4][C:3]=1[O:30][CH3:31] |f:1.2|. Reported procedure: To a solution of (R)-N-((4-fluoro-3-methoxyphenyl)(3-fluoro-5-(1,1,2,2-tetrafluoroethoxy)phenyl)methylene)-2-methylpropane-2-sulfinamide (4.4 g, 9.42 mmol) in CH2Cl2 (190 mL, 0.05 M) at −71° C. was added BF3.Et2O (2.37 mL, 18.8 mmol). The reaction mixture was stirred for 10 min and BnMgCl (25 mL, 1N in Et2O, 26 mmol) was added. The reaction mixture was stirred at −75° C. for an additional 5 min, and quenched by the addition of saturated NH4Cl. The organic portion was separated, washed by H2O, dr...